Task: describe an organic reaction: reactants, conditions, products, and yield. Dataset: the Open Reaction Database (ORD), a public repository of structured organic reaction records The reactants are CCC(C)(C)Cc1cn(S(=O)(=O)N(C)C)c(C(Cc2ccc(Br)cc2)NC(=O)OCc2ccccc2)n1, CI, [H-], [Na+], C1CCOC1. Yields the product CCC(C)(C)Cc1cn(S(=O)(=O)N(C)C)c(C(Cc2ccc(Br)cc2)N(C)C(=O)OCc2ccccc2)n1. RXN SMILES: [Br:3][c:4]1[cH:5][cH:6][c:7]([CH2:10][CH:11]([c:12]2[n:13]([S:23](=[O:24])(=[O:25])[N:26]([CH3:27])[CH3:28])[cH:14][c:15]([CH2:17][C:18]([CH2:19][CH3:20])([CH3:21])[CH3:22])[n:16]2)[NH:29][C:30]([O:31][CH2:32][c:33]2[cH:34][cH:35][cH:36][cH:37][cH:38]2)=[O:39])[cH:8][cH:9]1.[CH3:40][I:41].[H-:1].[Na+:2].[O:42]1[CH2:43][CH2:44][CH2:45][CH2:46]1>>[Br:3][c:4]1[cH:5][cH:6][c:7]([CH2:10][CH:11]([c:12]2[n:13]([S:23](=[O:24])(=[O:25])[N:26]([CH3:27])[CH3:28])[cH:14][c:15]([CH2:17][C:18]([CH2:19][CH3:20])([CH3:21])[CH3:22])[n:16]2)[N:29]([C:30]([O:31][CH2:32][c:33]2[cH:34][cH:35][cH:36][cH:37][cH:38]2)=[O:39])[CH3:40])[cH:8][cH:9]1.